Dataset: the Open Reaction Database (ORD), a public repository of structured organic reaction records. Task: describe an organic reaction: reactants, conditions, products, and yield The reactants are [Si](C)(C)(C(C)(C)C)O[C@@H]1C(O[C@H]([C@@H]1O[Si](C)(C)C(C)(C)C)N1C(N(C(C=C1)=O)CC1=CC=C(C=C1)OC)=O)[C@@H]([C@H](NCCCNC([C@H](NC(OCC1=CC=CC=C1)=O)CC(C)C)=O)C(=O)OC(C)(C)C)O (tert-butyl (5R,12S)-12-[(R)-[(3R,4R,5R)-3,4-bis{[tert-butyl(dimethyl)silyl]oxy}-5-(3-(4-methoxybenzyl)-2,4-dioxo-3,4-dihydro-1(2H)-pyrimidinyl)tetrahydro-2-furanyl](hydroxy)methyl]-5-isobutyl-3,6-dioxo-1-phenyl-2-oxa-4,7,11-triazatridecan-13-oate). The reagents and catalysts are [Pd] (palladium on carbon). The solvent is CO (methanol). Product: N[C@@H](C(=O)NCCCN[C@H](C(=O)OC(C)(C)C)[C@@H](O)C1O[C@H]([C@@H]([C@@H]1O[Si](C)(C)C(C)(C)C)O[Si](C)(C)C(C)(C)C)N1C(N(C(C=C1)=O)CC1=CC=C(C=C1)OC)=O)CC(C)C (tert-butyl (2S,3R)-2-[(3-{[(2R)-2-amino-4-methylpentanoyl]amino}propyl)amino]-3-[(3R,4R,5R)-3,4-bis{[tert-butyl(dimethyl)silyl]oxy}-5-(3-(4-methoxybenzyl)-2,4-dioxo-3,4-dihydro-1(2H)-pyrimidinyl)tetrahydro-2-furanyl]-3-hydroxypropanoate). Yield: 78.5%. As a reaction SMILES: [Si:1]([O:8][C@H:9]1[C@@H:13]([O:14][Si:15]([C:18]([CH3:21])([CH3:20])[CH3:19])([CH3:17])[CH3:16])[C@H:12]([N:22]2[CH:27]=[CH:26][C:25](=[O:28])[N:24]([CH2:29][C:30]3[CH:35]=[CH:34][C:33]([O:36][CH3:37])=[CH:32][CH:31]=3)[C:23]2=[O:38])[O:11][CH:10]1[C@H:39]([OH:71])[C@@H:40]([C:64]([O:66][C:67]([CH3:70])([CH3:69])[CH3:68])=[O:65])[NH:41][CH2:42][CH2:43][CH2:44][NH:45][C:46](=[O:63])[C@@H:47]([CH2:59][CH:60]([CH3:62])[CH3:61])[NH:48]C(=O)OCC1C=CC=CC=1)([C:4]([CH3:7])([CH3:6])[CH3:5])([CH3:3])[CH3:2]>CO.[Pd]>[NH2:48][C@H:47]([CH2:59][CH:60]([CH3:62])[CH3:61])[C:46]([NH:45][CH2:44][CH2:43][CH2:42][NH:41][C@@H:40]([C@H:39]([CH:10]1[C@@H:9]([O:8][Si:1]([C:4]([CH3:5])([CH3:6])[CH3:7])([CH3:3])[CH3:2])[C@@H:13]([O:14][Si:15]([C:18]([CH3:19])([CH3:20])[CH3:21])([CH3:16])[CH3:17])[C@H:12]([N:22]2[CH:27]=[CH:26][C:25](=[O:28])[N:24]([CH2:29][C:30]3[CH:31]=[CH:32][C:33]([O:36][CH3:37])=[CH:34][CH:35]=3)[C:23]2=[O:38])[O:11]1)[OH:71])[C:64]([O:66][C:67]([CH3:69])([CH3:70])[CH3:68])=[O:65])=[O:63]. Reported procedure: By using an analogous procedure to that described for Example 45, tert-butyl (5R,12S)-12-[(R)-[(3R,4R,5R)-3,4-bis{[tert-butyl(dimethyl)silyl]oxy}-5-(3-(4-methoxybenzyl)-2,4-dioxo-3,4-dihydro-1(2H)-pyrimidinyl)tetrahydro-2-furanyl](hydroxy)methyl]-5-isobutyl-3,6-dioxo-1-phenyl-2-oxa-4,7,11-triazatridecan-13-oate (21 mg, 0.02 mmol, obtained from Example 56) was hydrogenated in methanol (2 ml) using 10% palladium on carbon (10 mg) for 3.5 hours to provide tert-butyl (2S,3R)-2-[(3-{[(2R)-2-amino-4-m... Reactants: C(C)(=O)Cl (Acetyl chloride), ClCC(=O)NC(CC=1C=C(C=CC1)CC(=O)O)(C)C ({3-[2-(2-chloro-acetylamino)-2-methyl-propyl]-phenyl}-acetic acid). The solvent is CO (methanol). The product is COC(CC1=CC(=CC=C1)CC(C)(C)N)=O ([3-(2-Amino-2-methyl-propyl)-phenyl]-acetic acid methyl ester). The yield is 87.0%. As a reaction SMILES: [C:1](Cl)(=O)C.ClCC([NH:9][C:10]([CH3:23])([CH3:22])[CH2:11][C:12]1[CH:13]=[C:14]([CH2:18][C:19]([OH:21])=[O:20])[CH:15]=[CH:16][CH:17]=1)=O>CO>[CH3:1][O:21][C:19](=[O:20])[CH2:18][C:14]1[CH:15]=[CH:16][CH:17]=[C:12]([CH2:11][C:10]([NH2:9])([CH3:23])[CH3:22])[CH:13]=1. Procedure details: Acetyl chloride (154.5 g, 1.97 mol) was added to a solution of {3-[2-(2-chloro-acetylamino)-2-methyl-propyl]-phenyl}-acetic acid (preparation 48), (20 g, 0.66 mol) in methanol (350 mL) and the mixture was heated under reflux for 18 hours. The reaction mixture was then concentrated in vacuo to afford the title compound as a brown oil in 87% yield, 154.5 g. 1H NMR (300 MHz, CDCl3) δ: 7.22 (1H, m), 7.18-7.05 (3H, m), 3.71 (3H, s), 3.58 (2H, s), 2.62 (2H, s), 1.12 (6H, s) ppm; GCMS m/z 206 [M−H]−. Starting materials: N#Cc1ccc(F)c(C(F)(F)F)c1, [K+], [K+], O=C([O-])[O-], COc1cc(C=O)ccc1O, CN(C)C=O. Product: COc1cc(C=O)ccc1Oc1ccc(C#N)cc1C(F)(F)F. Reaction SMILES: [F:12][c:13]1[c:14]([C:21]([F:22])([F:23])[F:24])[cH:15][c:16]([C:17]#[N:18])[cH:19][cH:20]1.[K+:25].[K+:26].[O-:27][C:28]([O-:29])=[O:30].[O:1]=[CH:2][c:3]1[cH:4][c:5]([O:6][CH3:7])[c:8]([OH:9])[cH:10][cH:11]1.[O:31]=[CH:32][N:33]([CH3:34])[CH3:35]>>[O:1]=[CH:2][c:3]1[cH:4][c:5]([O:6][CH3:7])[c:8]([O:9][c:13]2[c:14]([C:21]([F:22])([F:23])[F:24])[cH:15][c:16]([C:17]#[N:18])[cH:19][cH:20]2)[cH:10][cH:11]1. Starting materials: ClC1=CC=C(C=2C3=CC=CC=C3NC12)OC[C@H]1OC1 (1-chloro-4-[(2S)-oxiranylmethoxy]-9H-carbazole), NCC1CCN(CC1)CCC(F)(F)F (4-aminomethyl-1-(3,3,3-trifluoropropyl)-piperidine). The product is ClC1=CC=C(C=2C3=CC=CC=C3NC12)OC[C@H](CNCC1CCN(CC1)CCC(F)(F)F)O ((2S)-1-(1-Chloro-9H-carbazol-4-yloxy)-3-{[1-(3,3,3-trifluoro-propyl)-piperidin-4-ylmethyl]-amino}-propan-2-ol). Isolated yield 53.3%. As a reaction SMILES: [Cl:1][C:2]1[C:14]2[NH:13][C:12]3[C:7](=[CH:8][CH:9]=[CH:10][CH:11]=3)[C:6]=2[C:5]([O:15][CH2:16][C@@H:17]2[CH2:19][O:18]2)=[CH:4][CH:3]=1.[NH2:20][CH2:21][CH:22]1[CH2:27][CH2:26][N:25]([CH2:28][CH2:29][C:30]([F:33])([F:32])[F:31])[CH2:24][CH2:23]1>>[Cl:1][C:2]1[C:14]2[NH:13][C:12]3[C:7](=[CH:8][CH:9]=[CH:10][CH:11]=3)[C:6]=2[C:5]([O:15][CH2:16][C@@H:17]([OH:18])[CH2:19][NH:20][CH2:21][CH:22]2[CH2:27][CH2:26][N:25]([CH2:28][CH2:29][C:30]([F:33])([F:31])[F:32])[CH2:24][CH2:23]2)=[CH:4][CH:3]=1. Procedure: Prepared from 1-chloro-4-[(2S)-oxiranylmethoxy]-9H-carbazole (0.085 g, 0.31 mmol) and 4-aminomethyl-1-(3,3,3-trifluoropropyl)-piperidine (0.10 g, 0.48 mmol) according to the procedure used for Example 2 without heating to give 0.080 g of the title compound as a white solid.